This data is from the Open Reaction Database (ORD), a public repository of structured organic reaction records. The task is: describe an organic reaction: reactants, conditions, products, and yield Reactants: CCOC(=O)c1cc(=O)cc(-c2ccc(OC)cc2)o1, CCO, N. Product: COc1ccc(-c2cc(=O)cc(C(N)=O)o2)cc1. RXN SMILES: [CH3:1][O:2][c:3]1[cH:4][cH:5][c:6](-[c:9]2[cH:10][c:11](=[O:20])[cH:12][c:13]([C:15](=[O:16])[O:17][CH2:18][CH3:19])[o:14]2)[cH:7][cH:8]1.[CH3:22][CH2:23][OH:24].[NH3:21]>>[CH3:1][O:2][c:3]1[cH:4][cH:5][c:6](-[c:9]2[cH:10][c:11](=[O:20])[cH:12][c:13]([C:15](=[O:16])[NH2:21])[o:14]2)[cH:7][cH:8]1. Reactants: OC=1C=C(C=CC1)CC(=O)NC1=CC=CC2=CC=CC=C12 (2-(3-hydroxyphenyl)-N-naphthylacetamide), C(C1=CC=CC=C1)Br (benzyl bromide), C([O-])([O-])=O.[K+].[K+] (potassium carbonate). The solvent is CC(=O)C (acetone). Product: C1(=CC=CC2=CC=CC=C12)NC(CC1=CC(=CC=C1)OCC1=CC=CC=C1)=O (N-Naphthyl-2-[3-(phenylmethoxy)phenyl]acetamide). Isolated yield 47.9%. Reaction SMILES: [OH:1][C:2]1[CH:3]=[C:4]([CH2:8][C:9]([NH:11][C:12]2[C:21]3[C:16](=[CH:17][CH:18]=[CH:19][CH:20]=3)[CH:15]=[CH:14][CH:13]=2)=[O:10])[CH:5]=[CH:6][CH:7]=1.[CH2:22](Br)[C:23]1[CH:28]=[CH:27][CH:26]=[CH:25][CH:24]=1.C(=O)([O-])[O-].[K+].[K+]>CC(C)=O>[C:12]1([NH:11][C:9](=[O:10])[CH2:8][C:4]2[CH:5]=[CH:6][CH:7]=[C:2]([O:1][CH2:22][C:23]3[CH:28]=[CH:27][CH:26]=[CH:25][CH:24]=3)[CH:3]=2)[C:21]2[C:16](=[CH:17][CH:18]=[CH:19][CH:20]=2)[CH:15]=[CH:14][CH:13]=1 |f:2.3.4|. Procedure details: A mixture of 2-(3-hydroxyphenyl)-N-naphthylacetamide (5.00 g, 18.03 mmol), benzyl bromide (3.76 g, 22.0 mmol), and potassium carbonate (4.14 g, 30.0 mmol) in acetone (50 mL) was heated to reflux overnight. The reaction was quenched with water and extracted with ethyl acetate. The organic layer was dried over MgSO4, filtered, and concentrated to provide the title compound (3.176 g, 48% yield): 1H NMR (DMSO-d6) 10.13 (br, 1H), 8.06 (m, 1H), 7.94 (m, 1H), 7.77 (d, 1H), 7.67 (d, 1H), 7.26-7.56 (m, 9... Starting materials: CC(C)(C)OC(=O)N1CCC(C(=O)O)CC1, O=C(n1ccnc1)n1ccnc1, CC#N, CCN(C(C)C)C(C)C, Fc1ccc(N2CCNCC2)cc1-c1nc2ccccc2[nH]1. Product: CC(C)(C)OC(=O)N1CCC(C(=O)N2CCN(c3ccc(F)c(-c4nc5ccccc5[nH]4)c3)CC2)CC1. Reaction SMILES: [C:13]([CH3:14])([CH3:15])([CH3:16])[O:17][C:18](=[O:19])[N:20]1[CH2:21][CH2:22][CH:23]([C:26](=[O:27])[OH:28])[CH2:24][CH2:25]1.[C:1]([n:2]1[cH:3][cH:4][n:5][cH:6]1)([n:7]1[cH:8][cH:9][n:10][cH:11]1)=[O:12].[CH3:60][C:61]#[N:62].[CH:51]([N:52]([CH2:53][CH3:54])[CH:55]([CH3:56])[CH3:57])([CH3:58])[CH3:59].[F:29][c:30]1[c:31](-[c:42]2[n:43][c:44]3[c:45]([nH:46]2)[cH:47][cH:48][cH:49][cH:50]3)[cH:32][c:33]([N:36]2[CH2:37][CH2:38][NH:39][CH2:40][CH2:41]2)[cH:34][cH:35]1>>[C:13]([CH3:14])([CH3:15])([CH3:16])[O:17][C:18](=[O:19])[N:20]1[CH2:21][CH2:22][CH:23]([C:26](=[O:28])[N:39]2[CH2:38][CH2:37][N:36]([c:33]3[cH:32][c:31](-[c:42]4[nH:43][c:44]5[c:45]([n:46]4)[cH:47][cH:48][cH:49][cH:50]5)[c:30]([F:29])[cH:35][cH:34]3)[CH2:41][CH2:40]2)[CH2:24][CH2:25]1. Solvent: C(C)N(CC)CC (triethylamine), ClCCCl (1,2-dichloroethane), O (Water). Conditions: temperature 80 celsius, time 2 hour. The product is COC1=CC(=C(C=C1)C1CNCC1)[N+](=O)[O-] (3-(4-Methoxy-2-nitrophenyl)pyrrolidine). Yield: 45.0%. Reaction SMILES: C([N:8]1[CH2:12][CH2:11][CH:10]([C:13]2[CH:18]=[CH:17][C:16]([O:19][CH3:20])=[CH:15][C:14]=2[N+:21]([O-:23])=[O:22])[CH2:9]1)C1C=CC=CC=1.ClC(OC(Cl)=O)C.CO.C(OC(OC(C)(C)C)=O)(OC(C)(C)C)=O>ClCCCl.O.C(N(CC)CC)C>[CH3:20][O:19][C:16]1[CH:17]=[CH:18][C:13]([CH:10]2[CH2:11][CH2:12][NH:8][CH2:9]2)=[C:14]([N+:21]([O-:23])=[O:22])[CH:15]=1. Reactants: C(=O)(OC(C)(C)C)OC(=O)OC(C)(C)C (di-tert-butyl dicarbonate), C(C1=CC=CC=C1)N1CC(CC1)C1=C(C=C(C=C1)OC)[N+](=O)[O-] (1-benzyl-3-(4-methoxy-2-nitrophenyl)pyrrolidine), ClC(C)OC(=O)Cl (chloroformic acid 1-chloroethyl ester), CO (Methanol). Reported procedure: By referring to the synthetic method of J. Org. Chem., 1984, 49, 2081, to a solution of 1-benzyl-3-(4-methoxy-2-nitrophenyl)pyrrolidine (647 mg) in 1,2-dichloroethane (15 ml) was added chloroformic acid 1-chloroethyl ester (0.33 ml) on an ice bath, the solution was stirred for 2 hours at 80° C., and then stirred for 2.5 hours at 100° C. Methanol (5 ml) was added thereto, the solution was stirred for 3 hours at 80° C., then triethylamine (1 ml) and di-tert-butyl dicarbonate (0.7 ml) were sequenti... Starting materials: COC(=O)Cl, ClCCl, Cl, CCC(N)C1CCC2(CC1)OCCO2. Product: CCC(NC(=O)OC)C1CCC2(CC1)OCCO2. Reaction SMILES: [C:16]([O:17][CH3:18])(=[O:19])[Cl:20].[Cl:21][CH2:22][Cl:23].[ClH:1].[O:2]1[CH2:3][CH2:4][O:5][C:6]12[CH2:7][CH2:8][CH:9]([CH:12]([CH2:13][CH3:14])[NH2:15])[CH2:10][CH2:11]2>>[O:2]1[CH2:3][CH2:4][O:5][C:6]12[CH2:7][CH2:8][CH:9]([CH:12]([CH2:13][CH3:14])[NH:15][C:16]([O:17][CH3:18])=[O:19])[CH2:10][CH2:11]2. Starting materials: COC(=O)C=Cc1cccc(S(=O)(=O)Nc2ccccc2)c1, CO, [Na+], [OH-]. Yields the product O=C(O)C=Cc1cccc(S(=O)(=O)Nc2ccccc2)c1. As a reaction SMILES: [CH3:1][O:2][C:3]([CH:4]=[CH:5][c:6]1[cH:7][c:8]([S:12]([NH:13][c:14]2[cH:15][cH:16][cH:17][cH:18][cH:19]2)(=[O:20])=[O:21])[cH:9][cH:10][cH:11]1)=[O:22].[CH3:25][OH:26].[Na+:24].[OH-:23]>>[O:2]=[C:3]([CH:4]=[CH:5][c:6]1[cH:7][c:8]([S:12]([NH:13][c:14]2[cH:15][cH:16][cH:17][cH:18][cH:19]2)(=[O:20])=[O:21])[cH:9][cH:10][cH:11]1)[OH:22]. Starting materials: Cl.C(C)NC([C@H]1N(CCC1)C([C@@H](NC(=O)OCC1=CC=CC=C1)CCCNC(N)=N)=O)=O (Nα -benzyloxycarbonyl-L-arginyl-L-proline N-ethylamide hydrochloride), CO (methanol), [H][H] (hydrogen). Reagents/catalysts: [Pd] (palladium on carbon). Run in O (water). Product: Cl.C(C)NC([C@H]1N(CCC1)C([C@@H](N)CCCNC(N)=N)=O)=O (L-Arginyl-L-proline N-ethylamide, hydrochloride). RXN SMILES: [ClH:1].[CH2:2]([NH:4][C:5](=[O:32])[C@@H:6]1[CH2:10][CH2:9][CH2:8][N:7]1[C:11](=[O:31])[C@H:12]([CH2:24][CH2:25][CH2:26][NH:27][C:28](=[NH:30])[NH2:29])[NH:13]C(OCC1C=CC=CC=1)=O)[CH3:3].CO.[H][H]>[Pd].O>[ClH:1].[CH2:2]([NH:4][C:5](=[O:32])[C@@H:6]1[CH2:10][CH2:9][CH2:8][N:7]1[C:11](=[O:31])[C@H:12]([CH2:24][CH2:25][CH2:26][NH:27][C:28](=[NH:29])[NH2:30])[NH2:13])[CH3:3] |f:0.1,6.7|. Reported procedure: A solution of 8.7 g. of Nα -benzyloxycarbonyl-L-arginyl-L-proline N-ethylamide hydrochloride in 100 ml. of methanol is stirred with 500 mg. of 20% palladium on carbon under one inch water pressure of hydrogen for three hours. The catalyst is removed by filtration and the filtrate evaporated under reduced pressure and at 35°-40° C. The residual foam is used without further purification. The product is C(C)(C)(C)OC(NC1=C(C=C(C(=C1)N(C)C)C(F)(F)F)NC(CC(=O)C1=CC(=CC=C1)C1=CC(=NC=C1)C)=O)=O ((5-Dimethylamino-2-{3-[3-(2-methyl-pyridin-4-yl)-phenyl]-3-oxo-propionylamino}-4-trifluoromethyl-phenyl)-carbamic acid tert-butyl ester), foam. The reactants are C(C)(C)(C)OC(NC1=C(C=C(C(=C1)N(C)C)C(F)(F)F)N)=O ((2-amino-5-dimethylamino-4-trifluoromethyl-phenyl)-carbamic acid tert-butyl ester), C(C)(C)(C)OC(CC(=O)C1=CC(=CC=C1)C1=CC(=NC=C1)C)=O (3-[3-(2-methyl-pyridin-4-yl)-phenyl]-3-oxo-propionic acid tert-butyl ester). As a reaction SMILES: [C:1]([O:5][C:6](=[O:22])[NH:7][C:8]1[CH:13]=[C:12]([N:14]([CH3:16])[CH3:15])[C:11]([C:17]([F:20])([F:19])[F:18])=[CH:10][C:9]=1[NH2:21])([CH3:4])([CH3:3])[CH3:2].C([O:27][C:28](=O)[CH2:29][C:30]([C:32]1[CH:37]=[CH:36][CH:35]=[C:34]([C:38]2[CH:43]=[CH:42][N:41]=[C:40]([CH3:44])[CH:39]=2)[CH:33]=1)=[O:31])(C)(C)C>>[C:1]([O:5][C:6](=[O:22])[NH:7][C:8]1[CH:13]=[C:12]([N:14]([CH3:16])[CH3:15])[C:11]([C:17]([F:20])([F:19])[F:18])=[CH:10][C:9]=1[NH:21][C:28](=[O:27])[CH2:29][C:30]([C:32]1[CH:37]=[CH:36][CH:35]=[C:34]([C:38]2[CH:43]=[CH:42][N:41]=[C:40]([CH3:44])[CH:39]=2)[CH:33]=1)=[O:31])([CH3:4])([CH3:2])[CH3:3]. Reported procedure: The title compound was prepared from (2-amino-5-dimethylamino-4-trifluoromethyl-phenyl)-carbamic acid tert-butyl ester (Example J1) (319 mg, 1.0 mmol) and 3-[3-(2-methyl-pyridin-4-yl)-phenyl]-3-oxo-propionic acid tert-butyl ester (Example K12) (311 mg, 1.0 mmol) according to the general procedure M. Obtained as a pale pink foam (460 mg, 83%). Yield: 83.0%. The reactants are CCOC(=O)Cn1ccc2cc(O)ccc21, CCCCP(CCCC)CCCC, Cn1nc(-c2ccc(OC(F)(F)F)cc2)cc1CO. Yields the product CCOC(=O)Cn1ccc2cc(OCc3cc(-c4ccc(OC(F)(F)F)cc4)nn3C)ccc21. RXN SMILES: [CH2:1]([CH3:2])[O:3][C:4]([CH2:5][n:6]1[cH:7][cH:8][c:9]2[cH:10][c:11]([OH:15])[cH:12][cH:13][c:14]12)=[O:16].[CH2:36]([P:37]([CH2:38][CH2:39][CH2:40][CH3:41])[CH2:42][CH2:43][CH2:44][CH3:45])[CH2:46][CH2:47][CH3:48].[CH3:17][n:18]1[n:19][c:20](-[c:25]2[cH:26][cH:27][c:28]([O:31][C:32]([F:33])([F:34])[F:35])[cH:29][cH:30]2)[cH:21][c:22]1[CH2:23][OH:24]>>[CH2:1]([CH3:2])[O:3][C:4]([CH2:5][n:6]1[cH:7][cH:8][c:9]2[cH:10][c:11]([O:15][CH2:23][c:22]3[n:18]([CH3:17])[n:19][c:20](-[c:25]4[cH:26][cH:27][c:28]([O:31][C:32]([F:33])([F:34])[F:35])[cH:29][cH:30]4)[cH:21]3)[cH:12][cH:13][c:14]12)=[O:16].